Task: describe an organic reaction: reactants, conditions, products, and yield. Dataset: the Open Reaction Database (ORD), a public repository of structured organic reaction records The reactants are O=C=Nc1ccc(Cl)c(C(F)(F)F)c1, CCc1ccc(NC(=O)Nc2ccc(Cc3cc(N)ncn3)cc2)cc1, CN(C)C=O. The product is Nc1cc(Cc2ccc(NC(=O)Nc3ccc(Cl)c(C(F)(F)F)c3)cc2)ncn1. Reaction SMILES: [Cl:27][c:28]1[c:29]([C:37]([F:38])([F:39])[F:40])[cH:30][c:31]([N:34]=[C:35]=[O:36])[cH:32][cH:33]1.[NH2:1][c:2]1[cH:3][c:4]([CH2:8][c:9]2[cH:10][cH:11][c:12]([NH:15][C:16]([NH:17][c:18]3[cH:19][cH:20][c:21]([CH2:22][CH3:23])[cH:24][cH:25]3)=[O:26])[cH:13][cH:14]2)[n:5][cH:6][n:7]1.[O:41]=[CH:42][N:43]([CH3:44])[CH3:45]>>[NH2:1][c:2]1[cH:3][c:4]([CH2:8][c:9]2[cH:10][cH:11][c:12]([NH:15][C:35]([NH:34][c:31]3[cH:30][c:29]([C:37]([F:38])([F:39])[F:40])[c:28]([Cl:27])[cH:33][cH:32]3)=[O:36])[cH:13][cH:14]2)[n:5][cH:6][n:7]1. The reactants are C(C(C(F)(F)F)(F)F)(C(S(=O)(=O)F)(F)F)(F)F, n1c(nc2c(c1c1cnc(nc1)N)CCN2C1CC(C1)(F)F)N1CCOC[C@@H]1CO. The reagents and catalysts are c1ccc(cc1)-c2c3ccccc3cc4ccccc24 (9-Phenylanthracene). The solvent is C1CCOC1 (THF). Conditions: temperature 25 celsius, time 18 hour. Yields the product Nc1ncc(cn1)c2nc(nc3N(CCc23)C4CC(F)(F)C4)N5CCOC[C@@H]5CF. As a reaction SMILES: [NH2:1][c:2]1[n:7][cH:6][c:5]([c:8]2[c:16]([c:12]3[n:11][c:10]([N:23]4[C@@H:28]([CH2:29]O)[CH2:27][O:26][CH2:25][CH2:24]4)[n:9]2)[CH2:15][CH2:14][N:13]3[CH:17]5[CH2:22][C:19]([F:21])([F:20])[CH2:18]5)[cH:4][n:3]1.[F:30]C(C(C(C(S(F)(=O)=O)(F)F)(F)F)(F)F)(F)F>>[NH2:1][c:2]1[n:7][cH:6][c:5]([c:8]2[c:16]([c:12]3[n:11][c:10]([N:23]4[C@@H:28]([CH2:29][F:30])[CH2:27][O:26][CH2:25][CH2:24]4)[n:9]2)[CH2:15][CH2:14][N:13]3[CH:17]5[CH2:22][C:19]([F:21])([F:20])[CH2:18]5)[cH:4][n:3]1. Starting materials: C1CCOC1, CI, CCO, [H-], [Na+], COc1ccccc1Oc1ccc(Nc2c(C#N)cnn3cc(NC(=O)OCCN4CCOCC4)c(C)c23)cc1. Product: COc1ccccc1Oc1ccc(Nc2c(C#N)cnn3cc(N(C)C(=O)OCCN4CCOCC4)c(C)c23)cc1. Reaction SMILES: [CH2:48]1[O:49][CH2:50][CH2:51][CH2:52]1.[CH3:41][I:42].[CH3:45][CH2:46][OH:47].[H-:44].[Na+:43].[O:1]1[CH2:2][CH2:3][N:4]([CH2:7][CH2:8][O:9][C:10]([NH:11][c:12]2[c:13]([CH3:39])[c:14]3[n:15]([n:16][cH:17][c:18]([C:36]#[N:37])[c:19]3[NH:20][c:21]3[cH:22][cH:23][c:24]([O:27][c:28]4[c:29]([O:34][CH3:35])[cH:30][cH:31][cH:32][cH:33]4)[cH:25][cH:26]3)[cH:38]2)=[O:40])[CH2:5][CH2:6]1>>[O:1]1[CH2:2][CH2:3][N:4]([CH2:7][CH2:8][O:9][C:10]([N:11]([c:12]2[c:13]([CH3:39])[c:14]3[n:15]([n:16][cH:17][c:18]([C:36]#[N:37])[c:19]3[NH:20][c:21]3[cH:22][cH:23][c:24]([O:27][c:28]4[c:29]([O:34][CH3:35])[cH:30][cH:31][cH:32][cH:33]4)[cH:25][cH:26]3)[cH:38]2)[CH3:45])=[O:40])[CH2:5][CH2:6]1. Starting materials: C(C)(C)(C)C=1C(C(=CC(C1)=O)C(C)(C)C)=O (2,6-di-tertiary-butyl-p-benzoquinone), NC1=CC=C(C=C1)CCC(=O)O (3-(4-aminophenyl)propionic acid), B(F)(F)F.CCOCC (boron trifluoride etherate). The solvent is O1CCCC1 (tetrahydrofuran). The product is C(C)(C)(C)C=1C(C(=CC(C1)=NC1=CC=C(C=C1)CCC(=O)O)C(C)(C)C)=O (3-[4-(2,6-di-tertiary-butylcyclohexadienon-4-ylideneamino)phenyl]propionic acid). Yield: 55.5%. RXN SMILES: [C:1]([C:5]1[C:6](=[O:16])[C:7]([C:12]([CH3:15])([CH3:14])[CH3:13])=[CH:8][C:9](=O)[CH:10]=1)([CH3:4])([CH3:3])[CH3:2].[NH2:17][C:18]1[CH:23]=[CH:22][C:21]([CH2:24][CH2:25][C:26]([OH:28])=[O:27])=[CH:20][CH:19]=1.B(F)(F)F.CCOCC>O1CCCC1>[C:1]([C:5]1[C:6](=[O:16])[C:7]([C:12]([CH3:15])([CH3:14])[CH3:13])=[CH:8][C:9](=[N:17][C:18]2[CH:19]=[CH:20][C:21]([CH2:24][CH2:25][C:26]([OH:28])=[O:27])=[CH:22][CH:23]=2)[CH:10]=1)([CH3:4])([CH3:3])[CH3:2] |f:2.3|. Procedure: A mixture of 5.51 g (0.025 mole) of 2,6-di-tertiary-butyl-p-benzoquinone, 4.54 g (0.027 mole) of 3-(4-aminophenyl)propionic acid, 50 ml of tetrahydrofuran and 0.25 ml of boron trifluoride etherate was heated on a steam cone under a slow stream of nitrogen for two hours. The resulting solid was triturated with hexane, collected, rinsed with hexane and recrystallized from a mixture of ethyl acetate and hexane to give 5.1 g yellow 3-[4-(2,6-di-tertiary-butylcyclohexadienon-4-ylideneamino)phenyl]pro... Starting materials: O=C(O)Cc1cc(F)ccc1[N+](=O)[O-], [H][H], O=[Pt]. Yields the product O=C1Cc2cc(F)ccc2N1. RXN SMILES: [F:1][c:2]1[cH:3][cH:4][c:5]([N+:12]([O-:11])=[O:13])[c:6]([CH2:8][C:9](=[O:10])[OH:14])[cH:7]1.[H:15][H:16].[Pt:17]=[O:18]>>[F:1][c:2]1[cH:3][cH:4][c:5]2[c:6]([cH:7]1)[CH2:8][C:9](=[O:10])[NH:12]2. The reactants are COC=1C(=C2CCC=C(C2=CC1)C#N)[N+](=O)[O-] (6-methoxy-5-nitro-3,4 -dihydronaphthalene-1-carbonitrile), [BH4-].[Na+] (NaBH4). Solvent: CCOC(=O)C (EtOAc), CCO (EtOH). Reaction conditions: temperature 25 celsius, time 30 minute. The product is COC=1C(=C2CCCC(C2=CC1)C#N)[N+](=O)[O-] ((±)-6-Methoxy-5-nitro-1,2,3, 4-tetrahydronaphthalene-1-carbonitrile). The yield is 100.5%. Reaction SMILES: [CH3:1][O:2][C:3]1[C:4]([N+:15]([O-:17])=[O:16])=[C:5]2[C:10](=[CH:11][CH:12]=1)[C:9]([C:13]#[N:14])=[CH:8][CH2:7][CH2:6]2.[BH4-].[Na+]>CCO.CCOC(C)=O>[CH3:1][O:2][C:3]1[C:4]([N+:15]([O-:17])=[O:16])=[C:5]2[C:10](=[CH:11][CH:12]=1)[CH:9]([C:13]#[N:14])[CH2:8][CH2:7][CH2:6]2 |f:1.2|. Procedure: To a solution of 6-methoxy-5-nitro-3,4 -dihydronaphthalene-1-carbonitrile (0.41 g, 1.8 mmol) in 10 ml of EtOH was added NaBH4 (0.20 g, 5.3 mmol) and the resulting reaction mixture was stirred for 30 min at 25° C. The solvent was removed in vacuo to yield an oily residue which was dissolved in EtOAc and washed with brine. The organic layer was dried over Na2SO4 and concentrated in vacuo to yield the desired product as a colorless oil (0.42 g, >95%) which was subjected to a following reaction with...